Dataset: the Open Reaction Database (ORD), a public repository of structured organic reaction records. Task: describe an organic reaction: reactants, conditions, products, and yield The reactants are C(=O)([O-])[O-].[K+].[K+] (K2CO3), C(C)(=O)O[C@@H]1[C@H](O[C@H]([C@@H]([C@H]1OC(C)=O)OC(C)=O)C1=CC(=C(C=C1)Cl)COC1=CC=CC=C1)COC(C)=O ((2R,3R,4R,5S,6S)-2-(acetoxymethyl)-6-(4-chloro-3-(phenoxymethyl)phenyl)tetrahydro-2H-pyran-3,4,5-triyl triacetate), Br (HBr). The solvent is C(C)(=O)O (acetic acid), C(C)(=O)O (acetic acid). Run at time 18 hour. Product: C(C)(=O)O[C@@H]1[C@H](O[C@H]([C@@H]([C@H]1OC(C)=O)OC(C)=O)C1=CC(=C(C=C1)Cl)CBr)COC(C)=O ((2R,3R,4R,5S,6S)-2-(acetoxymethyl)-6-(3-(bromomethyl)-4-chlorophenyl)tetrahydro-2H-pyran-3,4,5-triyl triacetate). The yield is 81.0%. RXN SMILES: [C:1]([O:4][C@H:5]1[C@H:10]([O:11][C:12](=[O:14])[CH3:13])[C@@H:9]([O:15][C:16](=[O:18])[CH3:17])[C@H:8]([C:19]2[CH:24]=[CH:23][C:22]([Cl:25])=[C:21]([CH2:26]OC3C=CC=CC=3)[CH:20]=2)[O:7][C@@H:6]1[CH2:34][O:35][C:36](=[O:38])[CH3:37])(=[O:3])[CH3:2].[BrH:39].C([O-])([O-])=O.[K+].[K+]>C(O)(=O)C>[C:1]([O:4][C@H:5]1[C@H:10]([O:11][C:12](=[O:14])[CH3:13])[C@@H:9]([O:15][C:16](=[O:18])[CH3:17])[C@H:8]([C:19]2[CH:24]=[CH:23][C:22]([Cl:25])=[C:21]([CH2:26][Br:39])[CH:20]=2)[O:7][C@@H:6]1[CH2:34][O:35][C:36](=[O:38])[CH3:37])(=[O:3])[CH3:2] |f:2.3.4|. Procedure: To a solution of (2R,3R,4R,5S,6S)-2-(acetoxymethyl)-6-(4-chloro-3-(phenoxymethyl)phenyl)tetrahydro-2H-pyran-3,4,5-triyl triacetate (10.00 g, 18.22 mmol) in acetic acid (31 mL) was added HBr in acetic acid (45.55 mL, 2.5 mL/mmol) and the reaction mixture was stirred at r.t. for 18 h. After the completion of reaction as confirmed by TLC, the reaction mixture was neutralized by the addition of saturated K2CO3 at 0° C. and extracted with ethyl acetate (2×50 mL). The combined organic layers were wash... Reactants: CCOC(C)=O, Cl, CC(C)(C)OC(=O)NC(C)(C)c1ncon1. Product: Cl, CC(C)(N)c1ncon1. As a reaction SMILES: [CH3:18][CH2:19][O:20][C:21](=[O:22])[CH3:23].[ClH:17].[o:1]1[n:2][c:3]([C:6]([CH3:7])([CH3:8])[NH:9][C:10](=[O:11])[O:12][C:13]([CH3:14])([CH3:15])[CH3:16])[n:4][cH:5]1>>[ClH:17].[o:1]1[n:2][c:3]([C:6]([CH3:7])([CH3:8])[NH2:9])[n:4][cH:5]1. Reactants: [OH-].[Na+] (sodium hydroxide), C(C)(=O)C1=C(C(=C(CSC=2SC(=NN2)S)C=C1)CCC)O (2-[(4-acetyl-3-hydroxy-2propylbenzyl)thio]-5-mercapto-1,3,4-thiadiazole), BrCC1=CC=C(C(=O)O)C=C1 (p-(bromomethyl)benzoic acid), C([O-])([O-])=O.[K+].[K+] (potassium carbonate), Cl (hydrochloric acid). The reagents and catalysts are [Br-].C(CCC)[N+](CCCC)(CCCC)CCCC (tetra-n-butylammonium bromide). The solvent is C(C)(=O)OCC (ethyl acetate), CC(CC)=O (2-butanone). Reaction conditions: temperature 60 celsius, time 45 minute. The product is C(C)(=O)C1=C(C(=C(CSC2=NN=C(S2)SCC2=CC=C(C(=O)O)C=C2)C=C1)CCC)O (p-[[5-[(4-acetyl-3-hydroxy-2-propylbenzyl)thio]-1,3,4-thiadiazol-2-yl]thiomethyl]benzoic acid). The yield is 73.2%. Reaction SMILES: [C:1]([C:4]1[CH:17]=[CH:16][C:7]([CH2:8][S:9][C:10]2[S:11][C:12]([SH:15])=[N:13][N:14]=2)=[C:6]([CH2:18][CH2:19][CH3:20])[C:5]=1[OH:21])(=[O:3])[CH3:2].Br[CH2:23][C:24]1[CH:32]=[CH:31][C:27]([C:28]([OH:30])=[O:29])=[CH:26][CH:25]=1.C(=O)([O-])[O-].[K+].[K+].[OH-].[Na+].Cl>[Br-].C([N+](CCCC)(CCCC)CCCC)CCC.C(OCC)(=O)C.CC(=O)CC>[C:1]([C:4]1[CH:17]=[CH:16][C:7]([CH2:8][S:9][C:10]2[S:11][C:12]([S:15][CH2:23][C:24]3[CH:32]=[CH:31][C:27]([C:28]([OH:30])=[O:29])=[CH:26][CH:25]=3)=[N:13][N:14]=2)=[C:6]([CH2:18][CH2:19][CH3:20])[C:5]=1[OH:21])(=[O:3])[CH3:2] |f:2.3.4,5.6,8.9|. Procedure details: To a mixture of 0.49 g of 2-[(4-acetyl-3-hydroxy-2propylbenzyl)thio]-5-mercapto-1,3,4-thiadiazole, 0.36 g of p-(bromomethyl)benzoic acid, 0.48 g of anhydrous potassium carbonate and 12 ml of 2-butanone was added a catalytic amount of tetra-n-butylammonium bromide followed by stirring at 60° C. for 45 minutes. An aqueous sodium hydroxide solution and ethyl acetate were added to the reaction mixture to fractionate. The aqueous phase was made acidic with 1N hydrochloric acid and extracted with ethy...